Dataset: the Open Reaction Database (ORD), a public repository of structured organic reaction records. Task: describe an organic reaction: reactants, conditions, products, and yield Reactants: C(Cl)C1CO1 (Epichlorohydrin), OC1=C(C=CC2=CC=CC=C12)O (1,2-dihydroxynaphthalene), [OH-].[K+] (potassium hydroxide). The solvent is O (water), O (water). Conditions: time 2.5 hour. The product is O1C2=C(OCC1CO)C=CC1=CC=CC=C12 (1-(naphtho[1,2-b]dioxan-2-yl)methanol). The yield is 74.1%. Reaction SMILES: [CH2:1]([CH:3]1[O:5][CH2:4]1)Cl.[OH:6][C:7]1[C:16]2[C:11](=[CH:12][CH:13]=[CH:14][CH:15]=2)[CH:10]=[CH:9][C:8]=1[OH:17].[OH-].[K+]>O>[O:6]1[CH:3]([CH2:4][OH:5])[CH2:1][O:17][C:8]2[CH:9]=[CH:10][C:11]3[C:16]([C:7]1=2)=[CH:15][CH:14]=[CH:13][CH:12]=3 |f:2.3|. Procedure details: Epichlorohydrin (2.32 g) was added dropwise to a stirred solution of 1,2-dihydroxynaphthalene (4.0 g) and potassium hydroxide (4.0 g) in water (32 ml) and the resulting mixture stirred at 60°-80° C. for 2.5 hours then poured into water (100 ml). The product was extracted into ether (6×100 ml), a small volume of methanol being added to aid solubility. The combined extracts were washed with aqueous sodium hydroxide solution (1M), then water, and dried over magnesium sulphate. The solvent was remov...